Dataset: the Open Reaction Database (ORD), a public repository of structured organic reaction records. Task: describe an organic reaction: reactants, conditions, products, and yield RXN SMILES: [CH2:1]([c:2]1[cH:3][cH:4][cH:5][cH:6][cH:7]1)[c:8]1[cH:9][c:10]([CH:15]2[O:16][CH2:19][CH2:18][O:17]2)[cH:11][cH:12][c:13]1[F:14].[CH3:20][C:21](=[O:22])[CH3:23].[CH3:30][CH2:31][O:32][CH2:33][CH3:34].[OH2:24].[S:25](=[O:26])(=[O:27])([OH:28])[OH:29]>>[CH2:1]([c:2]1[cH:3][cH:4][cH:5][cH:6][cH:7]1)[c:8]1[cH:9][c:10]([CH:15]=[O:16])[cH:11][cH:12][c:13]1[F:14]. Yields the product O=Cc1ccc(F)c(Cc2ccccc2)c1. Starting materials: Fc1ccc(C2OCCO2)cc1Cc1ccccc1, CC(C)=O, CCOCC, O, O=S(=O)(O)O. As a reaction SMILES: [CH3:24][CH2:25][OH:26].[Cl:4][c:5]1[cH:6][cH:7][c:8]([CH2:11][N:12]2[C:13](=[O:14])[c:15]3[cH:16][cH:17][cH:18][cH:19][c:20]3[C:21]2=[O:22])[cH:9][n:10]1.[ClH:23].[NH2:2][NH2:3].[OH2:1]>>[Cl:4][c:5]1[cH:6][cH:7][c:8]([CH2:11][NH2:12])[cH:9][n:10]1. Starting materials: CCO, O=C1c2ccccc2C(=O)N1Cc1ccc(Cl)nc1, Cl, NN, O. Yields the product NCc1ccc(Cl)nc1. The reactants are 13.9, NC=1C2=C(N=CN1)SC(=N2)S (7-aminothiazolo[5,4-d]pyrimidin-2-thiol), CN(C=O)C (N,N-dimethylformamide), [H-].[Na+] (sodium hydride), IC (iodomethane). Solvent: O (water). Conditions: time 4 hour. Product: CSC=1SC=2N=CN=C(C2N1)N (2-(methylthio)thiazolo[5,4-d]pyrimidin-7-amine). RXN SMILES: [NH2:1][C:2]1[C:3]2[N:10]=[C:9]([SH:11])[S:8][C:4]=2[N:5]=[CH:6][N:7]=1.[CH3:12]N(C)C=O.[H-].[Na+].IC>O>[CH3:12][S:11][C:9]1[S:8][C:4]2[N:5]=[CH:6][N:7]=[C:2]([NH2:1])[C:3]=2[N:10]=1 |f:2.3|. Procedure details: To a stirred and cooled (below 25° C.) mixture of 13.9 parts of 7-aminothiazolo[5,4-d]pyrimidin-2-thiol and 180 parts of N,N-dimethylformamide were added portionwise 4.3 parts of a sodium hydride dispersion 50% while cooling. After stirring for 1 hours, 11.5 parts of iodomethane were added dropwise at a temperature below 25° C. Upon completion, stirring was continued for 4 hours at room temperature. The reaction mixture was poured into water. The product was filtered off (the filtrate was set as...